This data is from the Open Reaction Database (ORD), a public repository of structured organic reaction records. The task is: describe an organic reaction: reactants, conditions, products, and yield Reactants: CO, COC(=O)C1CCC(C(=O)Nc2c(C(=O)Nc3ccc(Cl)cn3)oc3ccccc23)CC1, [Na+], C1CCOC1, [OH-]. The product is O=C(Nc1ccc(Cl)cn1)c1oc2ccccc2c1NC(=O)C1CCC(C(=O)O)CC1. RXN SMILES: [CH3:35][OH:36].[Cl:1][c:2]1[cH:3][cH:4][c:5]([NH:8][C:9](=[O:10])[c:11]2[o:12][c:13]3[c:14]([c:15]2[NH:16][C:17](=[O:18])[CH:19]2[CH2:20][CH2:21][CH:22]([C:25](=[O:26])[O:27][CH3:28])[CH2:23][CH2:24]2)[cH:29][cH:30][cH:31][cH:32]3)[n:6][cH:7]1.[Na+:34].[O:37]1[CH2:38][CH2:39][CH2:40][CH2:41]1.[OH-:33]>>[Cl:1][c:2]1[cH:3][cH:4][c:5]([NH:8][C:9](=[O:10])[c:11]2[o:12][c:13]3[c:14]([c:15]2[NH:16][C:17](=[O:18])[CH:19]2[CH2:20][CH2:21][CH:22]([C:25](=[O:26])[OH:27])[CH2:23][CH2:24]2)[cH:29][cH:30][cH:31][cH:32]3)[n:6][cH:7]1.